This data is from the Open Reaction Database (ORD), a public repository of structured organic reaction records. The task is: describe an organic reaction: reactants, conditions, products, and yield Reactants: CCc1cc2c(cc1O)OC(C(F)(F)F)C(C(=O)O)=C2, ClCCl, O=S(=O)(Cl)Cl. The product is CCc1c(O)cc2c(c1Cl)C=C(C(=O)O)C(C(F)(F)F)O2. As a reaction SMILES: [CH2:1]([CH3:2])[c:3]1[cH:4][c:5]2[c:10]([cH:11][c:12]1[OH:13])[O:9][CH:8]([C:14]([F:15])([F:16])[F:17])[C:7]([C:18](=[O:19])[OH:20])=[CH:6]2.[Cl:26][CH2:27][Cl:28].[S:21]([Cl:22])(=[O:23])([Cl:24])=[O:25]>>[CH2:1]([CH3:2])[c:3]1[c:4]([Cl:24])[c:5]2[c:10]([cH:11][c:12]1[OH:13])[O:9][CH:8]([C:14]([F:15])([F:16])[F:17])[C:7]([C:18](=[O:19])[OH:20])=[CH:6]2. Starting materials: CSC1=NCCN1C(=O)c1ccccc1F, NN1CCCC1. The product is O=C1c2ccccc2N(N2CCCC2)C2=NCCN12. As a reaction SMILES: [F:1][c:2]1[c:3]([C:4](=[O:5])[N:6]2[C:7]([S:11][CH3:12])=[N:8][CH2:9][CH2:10]2)[cH:13][cH:14][cH:15][cH:16]1.[NH2:17][N:18]1[CH2:19][CH2:20][CH2:21][CH2:22]1>>[c:2]12[c:3]([cH:13][cH:14][cH:15][cH:16]1)[C:4](=[O:5])[N:6]1[C:7](=[N:8][CH2:9][CH2:10]1)[N:17]2[N:18]1[CH2:19][CH2:20][CH2:21][CH2:22]1.